This data is from the Open Reaction Database (ORD), a public repository of structured organic reaction records. The task is: describe an organic reaction: reactants, conditions, products, and yield Reactants: COc1ccc2c(Nc3c(Cl)cncc3Cl)cc(=O)[nH]c2c1OCCCCCCCl, C1CNCCNC1. The product is COc1ccc2c(Nc3c(Cl)cncc3Cl)cc(=O)[nH]c2c1OCCCCCCN1CCCNCC1. As a reaction SMILES: [Cl:1][CH2:2][CH2:3][CH2:4][CH2:5][CH2:6][CH2:7][O:8][c:9]1[c:10]([O:29][CH3:30])[cH:11][cH:12][c:13]2[c:14]([NH:20][c:21]3[c:22]([Cl:28])[cH:23][n:24][cH:25][c:26]3[Cl:27])[cH:15][c:16](=[O:19])[nH:17][c:18]12.[NH:31]1[CH2:32][CH2:33][NH:34][CH2:35][CH2:36][CH2:37]1>>[CH2:2]([CH2:3][CH2:4][CH2:5][CH2:6][CH2:7][O:8][c:9]1[c:10]([O:29][CH3:30])[cH:11][cH:12][c:13]2[c:14]([NH:20][c:21]3[c:22]([Cl:28])[cH:23][n:24][cH:25][c:26]3[Cl:27])[cH:15][c:16](=[O:19])[nH:17][c:18]12)[N:31]1[CH2:32][CH2:33][NH:34][CH2:35][CH2:36][CH2:37]1. Starting materials: CC(C)(C)OC(=O)C=Cc1cc(Cl)cc(Cl)c1, CCO, [H][H], O=[Pt]. The product is CC(C)(C)OC(=O)CCc1cc(Cl)cc(Cl)c1. As a reaction SMILES: [C:1]([CH3:2])([CH3:3])([CH3:4])[O:5][C:6]([CH:7]=[CH:8][c:9]1[cH:10][c:11]([Cl:16])[cH:12][c:13]([Cl:15])[cH:14]1)=[O:17].[CH3:20][CH2:21][OH:22].[H:18][H:19].[Pt:23]=[O:24]>>[C:1]([CH3:2])([CH3:3])([CH3:4])[O:5][C:6]([CH2:7][CH2:8][c:9]1[cH:10][c:11]([Cl:16])[cH:12][c:13]([Cl:15])[cH:14]1)=[O:17]. Starting materials: P(=O)([O-])([O-])[O-].[K+].[K+].[K+] (potassium phosphate), C([C@@H]([C@H]([C@@H](C(=O)C=O)O)O)O)O (L-sorbosone), C=1C2=C(C=3C(=CC(=NC3C(=O)C2=O)C(=O)O)C(=O)O)NC1C(=O)O (pyrroloquinoline quinone), [Cl-].[Cl-].[Ca+2] (CaCl2). The solvent is O (water). Run at time 60 minute. Product: OC=1[C@H](OC(C1O)=O)[C@H](CO)O (vitamin C). RXN SMILES: P([O-])([O-])([O-])=O.[K+].[K+].[K+].C1C2C(=O)C(=O)C3N=C(C(O)=O)C=C(C(O)=O)C=3C=2NC=1C(O)=O.[Cl-].[Cl-].[Ca+2].[CH2:36]([OH:47])[C@H:37]([OH:46])[C@@H:38]([OH:45])[C@H:39]([OH:44])[C:40]([CH:42]=[O:43])=[O:41]>O>[OH:44][C:39]1[C@@H:38]([C@@H:37]([OH:46])[CH2:36][OH:47])[O:45][C:42](=[O:43])[C:40]=1[OH:41] |f:0.1.2.3,5.6.7|. Procedure details: A reaction mixture consisting of 1.0 mM PMS, 25 mM potassium phosphate buffer (pH 7.0), 1.0 μM pyrroloquinoline quinone (PQQ), 1.0 mM CaCl2, 50 mM L-sorbosone and enzyme solution in a final volume of 100 μl with water is prepared just before the assay. The reaction is carried out at 30° C. for 60 min unless otherwise stated. The amount of vitamin C produced is measured at a wavelength of 264 nm by a high performance liquid chromatography (HPLC) which is coupled with a UV detector (TOSOH UV8000; ... Reagents/catalysts: O.O.O.O.O.O.[Co](Cl)Cl (cobalt(II) chloride hexahydrate). The reactants are ClC1=CC=C(C=C1)N(C(C1=CC(=C(C=C1)C#N)C)=O)C (N-(4-chloro-phenyl)-4-cyano-3,N-dimethyl-benzamide), [BH4-].[Na+] (sodium borohydride). Procedure details: A solution of N-(4-chloro-phenyl)-4-cyano-3,N-dimethyl-benzamide from Example E115.1 (5.1 g, 17.9 mmol) in methanol (250 ml) was treated with cobalt(II) chloride hexahydrate (8.4 g, 35.8 mmol). The mixture was stirred for 15 min at room temperature then cooled down to 0° C. and sodium borohydride (6.7 g, 179 mmol) was added portionwise. The mixture was stirred for 1 h at room temperature, filtered through Celite® filter agent, washed with methanol and the filtrate was concentrated in vacuo. The ... Reaction SMILES: [Cl:1][C:2]1[CH:7]=[CH:6][C:5]([N:8]([CH3:20])[C:9](=[O:19])[C:10]2[CH:15]=[CH:14][C:13]([C:16]#[N:17])=[C:12]([CH3:18])[CH:11]=2)=[CH:4][CH:3]=1.[BH4-].[Na+]>CO.O.O.O.O.O.O.[Co](Cl)Cl>[NH2:17][CH2:16][C:13]1[CH:14]=[CH:15][C:10]([C:9]([N:8]([C:5]2[CH:6]=[CH:7][C:2]([Cl:1])=[CH:3][CH:4]=2)[CH3:20])=[O:19])=[CH:11][C:12]=1[CH3:18] |f:1.2,4.5.6.7.8.9.10|. The solvent is CO (methanol). Product: NCC1=C(C=C(C(=O)N(C)C2=CC=C(C=C2)Cl)C=C1)C (4-Aminomethyl-N-(4-chloro-phenyl)-3,N-dimethyl-benzamide). Reaction conditions: time 15 minute. The yield is 70.0%. Starting materials: C1OC=2C=C(CCN)C=CC2O1 (3,4-methylenedioxyphenethylamine), ClC=1N=C(C2=C(N1)SC(=C2)Cl)Cl (2,4,6-trichloro-thieno-[2,3-d]-pyrimidine). The product is ClC=1N=C(C2=C(N1)SC(=C2)Cl)NCCC2=CC1=C(C=C2)OCO1 (2,6-dichloro-4-(3,4-methylenedioxyphenethylamino)-thieno-[2,3-d]-pyrimidine). As a reaction SMILES: [CH2:1]1[O:12][C:11]2[CH:10]=[CH:9][C:5]([CH2:6][CH2:7][NH2:8])=[CH:4][C:3]=2[O:2]1.[Cl:13][C:14]1[N:15]=[C:16](Cl)[C:17]2[CH:22]=[C:21]([Cl:23])[S:20][C:18]=2[N:19]=1>>[Cl:13][C:14]1[N:15]=[C:16]([NH:8][CH2:7][CH2:6][C:5]2[CH:9]=[CH:10][C:11]3[O:12][CH2:1][O:2][C:3]=3[CH:4]=2)[C:17]2[CH:22]=[C:21]([Cl:23])[S:20][C:18]=2[N:19]=1. Procedure details: Following the procedure of Example 1, the reaction of 3,4-methylenedioxyphenethylamine with 2,4,6-trichloro-thieno-[2,3-d]-pyrimidine yields 2,6-dichloro-4-(3,4-methylenedioxyphenethylamino)-thieno-[2,3-d]-pyrimidine.